This data is from the Open Reaction Database (ORD), a public repository of structured organic reaction records. The task is: describe an organic reaction: reactants, conditions, products, and yield Starting materials: ClC=1C2=C(N=C(N1)N1CCOCC1)N(CC2)C=2C=NC=CC2 (4-chloro-2-morpholin-4-yl-7-pyridin-3-yl-6,7-dihydro-5H-pyrrolo[2,3-d]pyrimidine), OCC=1C=C(C=CC1)B(O)O (3-(hydroxymethyl)phenylboronic acid), B(O)O (boronic acid). Yields the product N1(CCOCC1)C=1N=C(C2=C(N1)N(CC2)C=2C=NC=CC2)C=2C=C(C=CC2)CO ([3-(2-Morpholin-4-yl-7-pyridin-3-yl-6,7-dihydro-5H-pyrrolo[2,3-d]pyrimidin-4-yl)-phenyl]-methanol). As a reaction SMILES: Cl[C:2]1[C:3]2[CH2:16][CH2:15][N:14]([C:17]3[CH:18]=[N:19][CH:20]=[CH:21][CH:22]=3)[C:4]=2[N:5]=[C:6]([N:8]2[CH2:13][CH2:12][O:11][CH2:10][CH2:9]2)[N:7]=1.[OH:23][CH2:24][C:25]1[CH:26]=[C:27](B(O)O)[CH:28]=[CH:29][CH:30]=1.B(O)O>>[N:8]1([C:6]2[N:7]=[C:2]([C:29]3[CH:30]=[C:25]([CH2:24][OH:23])[CH:26]=[CH:27][CH:28]=3)[C:3]3[CH2:16][CH2:15][N:14]([C:17]4[CH:18]=[N:19][CH:20]=[CH:21][CH:22]=4)[C:4]=3[N:5]=2)[CH2:13][CH2:12][O:11][CH2:10][CH2:9]1. Procedure: In the same manner as Example 1-B-10, using 4-chloro-2-morpholin-4-yl-7-pyridin-3-yl-6,7-dihydro-5H-pyrrolo[2,3-d]pyrimidine, and 3-(hydroxymethyl)phenylboronic acid as a boronic acid, the desired compound was obtained.